This data is from the Open Reaction Database (ORD), a public repository of structured organic reaction records. The task is: describe an organic reaction: reactants, conditions, products, and yield The reactants are N(=[N+]=[N-])CCN1C2=C(C=3C=CC=CC13)CCN(CC2)C(=O)OC(C)(C)C (tert-Butyl 6-(2-azidoethyl)-1,4,5,6-tetrahydroazepino[4,5-b]indole-3(2H)-carboxylate), CCO (EtOH). Reagents/catalysts: [Pd] (Pd/C). Solvent: CCOC(=O)C (EtOAc). Conditions: time 2 hour. Yields the product NCCN1C2=C(C=3C=CC=CC13)CCN(CC2)C(=O)OC(C)(C)C (tert-butyl 6-(2-aminoethyl)-1,4,5,6-tetrahydroazepino[4,5-b]indole-3(2H)-carboxylate). The yield is 94.8%. As a reaction SMILES: [N:1]([CH2:4][CH2:5][N:6]1[C:14]2[CH:13]=[CH:12][CH:11]=[CH:10][C:9]=2[C:8]2[CH2:15][CH2:16][N:17]([C:20]([O:22][C:23]([CH3:26])([CH3:25])[CH3:24])=[O:21])[CH2:18][CH2:19][C:7]1=2)=[N+]=[N-].CCO>CCOC(C)=O.[Pd]>[NH2:1][CH2:4][CH2:5][N:6]1[C:14]2[CH:13]=[CH:12][CH:11]=[CH:10][C:9]=2[C:8]2[CH2:15][CH2:16][N:17]([C:20]([O:22][C:23]([CH3:26])([CH3:25])[CH3:24])=[O:21])[CH2:18][CH2:19][C:7]1=2. Reported procedure: tert-Butyl 6-(2-azidoethyl)-1,4,5,6-tetrahydroazepino[4,5-b]indole-3(2H)-carboxylate (0.174 g, 0.490 mmol) was dissolved in 1:1 EtOAc:EtOH (4 mL). 10% Pd/C (0.0543 g) was added, then the reaction mixture was stirred at rt under H2 for 2 h. The reaction mixture was filtered through celite and the celite pad was carefully washed with EtOAc. The filtrate was concentrated to give tert-butyl 6-(2-aminoethyl)-1,4,5,6-tetrahydroazepino[4,5-b]indole-3(2H)-carboxylate (0.153 g) in 95% crude yield. 1H NMR...